From a dataset of the Open Reaction Database (ORD), a public repository of structured organic reaction records. describe an organic reaction: reactants, conditions, products, and yield Starting materials: O=C(Br)CBr, ClCC1CO1, OC1CCOC1, c1ccncc1, c1ccccc1. The product is O=C(CBr)OC1CCOC1. RXN SMILES: [Br:7][CH2:8][C:9](=[O:10])[Br:11].[Cl:18][CH2:19][CH:20]1[O:21][CH2:22]1.[OH:1][CH:2]1[CH2:3][O:4][CH2:5][CH2:6]1.[cH:12]1[cH:13][cH:14][n:15][cH:16][cH:17]1.[cH:23]1[cH:24][cH:25][cH:26][cH:27][cH:28]1>>[O:1]([CH:2]1[CH2:3][O:4][CH2:5][CH2:6]1)[C:9]([CH2:8][Br:7])=[O:10]. The reactants are NCC1N(CC2CCCCC12)C(=O)C=1N=C(SC1C1=CC=CC=C1)C ((1-(aminomethyl)-1H-isoindol-2(3H,3aH,4H,5H,6H,7H,7aH)-yl)(2-methyl-5-phenylthiazol-4-yl)methanone), O1C=CC=2C1=CC=CC2C(=O)O (benzofuran-4-carboxylic acid). Yields the product CC=1SC(=C(N1)C(=O)N1[C@@H]([C@H]2CCCC[C@@H]2C1)CNC(=O)C=1C=CC=C2C1C=CO2)C2=CC=CC=C2 (N-(((1S,3aS,7aS)-2-(2-Methyl-5-phenylthiazole-4-carbonyl)octahydro-1H-isoindol-1-yl)methyl)benzofuran-4-carboxamide). As a reaction SMILES: [NH2:1][CH2:2][CH:3]1[CH:11]2[CH:6]([CH2:7][CH2:8][CH2:9][CH2:10]2)[CH2:5][N:4]1[C:12]([C:14]1[N:15]=[C:16]([CH3:25])[S:17][C:18]=1[C:19]1[CH:24]=[CH:23][CH:22]=[CH:21][CH:20]=1)=[O:13].[O:26]1[C:30]2=[CH:31][CH:32]=[CH:33][C:34]([C:35](O)=[O:36])=[C:29]2[CH:28]=[CH:27]1>>[CH3:25][C:16]1[S:17][C:18]([C:19]2[CH:24]=[CH:23][CH:22]=[CH:21][CH:20]=2)=[C:14]([C:12]([N:4]2[CH2:5][C@@H:6]3[C@H:11]([CH2:10][CH2:9][CH2:8][CH2:7]3)[C@H:3]2[CH2:2][NH:1][C:35]([C:34]2[CH:33]=[CH:32][CH:31]=[C:30]3[O:26][CH:27]=[CH:28][C:29]=23)=[O:36])=[O:13])[N:15]=1. Reported procedure: The pair of stereo isomers Examples 70 and 71 were isolated by preparative HPLC from the coupling reaction according general procedure A (1-(aminomethyl)-1H-isoindol-2(3H,3aH,4H,5H,6H,7H,7aH)-yl)(2-methyl-5-phenylthiazol-4-yl)methanone and benzofuran-4-carboxylic acid. The assignment of stereochemistry is not verified. MS (ESI) 500 (M+H). Starting materials: ClC=1C=CC(=C(C(=O)O)C1)C (5-chloro-2-methylbenzoic acid). The solvent is S(=O)(Cl)Cl (thionyl chloride). Product: ClC=1C=CC(=C(C(=O)C2=CC=CC=C2)C1)C (5-chloro-2-methylbenzophenone). RXN SMILES: [Cl:1][C:2]1[CH:3]=[CH:4][C:5]([CH3:11])=[C:6]([CH:10]=1)[C:7]([OH:9])=O>S(Cl)(Cl)=O>[Cl:1][C:2]1[CH:3]=[CH:4][C:5]([CH3:11])=[C:6]([CH:10]=1)[C:7]([C:2]1[CH:3]=[CH:4][CH:5]=[CH:6][CH:10]=1)=[O:9]. Reported procedure: The starting material is prepared as follows: The mixture of 68 g of 5-chloro-2-methylbenzoic acid and 170 ml of thionyl chloride is refluxed for 1 hour, evaporated under reduced pressure and the residual acid chloride dried in a high vacuum. It is taken up in 500 ml of benzene and the solution added dropwise to the suspension of 100 g of anhydrous aluminum chloride and 600 ml of benzene while stirring and cooling with an ice bath. Thereupon the bath is removed and the mixture stirred at room te... Reactants: COC(=O)c1ccc2c(c1)CC(C)(C)C(c1ccc(F)c(NC(=O)c3ccccn3)c1)N2, [Na+], C1CCOC1, [OH-], O. Product: CC1(C)Cc2cc(C(=O)O)ccc2NC1c1ccc(F)c(NC(=O)c2ccccn2)c1. RXN SMILES: [F:1][c:2]1[c:3]([NH:24][C:25]([c:26]2[n:27][cH:28][cH:29][cH:30][cH:31]2)=[O:32])[cH:4][c:5]([CH:8]2[NH:9][c:10]3[cH:11][cH:12][c:13]([C:20](=[O:21])[O:22][CH3:23])[cH:14][c:15]3[CH2:16][C:17]2([CH3:18])[CH3:19])[cH:6][cH:7]1.[Na+:34].[O:35]1[CH2:36][CH2:37][CH2:38][CH2:39]1.[OH-:33].[OH2:40]>>[F:1][c:2]1[c:3]([NH:24][C:25]([c:26]2[n:27][cH:28][cH:29][cH:30][cH:31]2)=[O:32])[cH:4][c:5]([CH:8]2[NH:9][c:10]3[cH:11][cH:12][c:13]([C:20](=[O:21])[OH:22])[cH:14][c:15]3[CH2:16][C:17]2([CH3:18])[CH3:19])[cH:6][cH:7]1. The reactants are CC(C)(C)c1ccc(S(=O)(=O)N(CC(=O)O)c2ccc3cn[nH]c3c2)cc1, OCCNCc1ccccc1. Product: CC(C)(C)c1ccc(S(=O)(=O)N(CC(=O)N(CCO)Cc2ccccc2)c2ccc3cn[nH]c3c2)cc1. RXN SMILES: [C:1]([CH3:2])([CH3:3])([CH3:4])[c:5]1[cH:6][cH:7][c:8]([S:11](=[O:12])(=[O:13])[N:14]([c:15]2[cH:16][cH:17][c:18]3[cH:19][n:20][nH:21][c:22]3[cH:23]2)[CH2:24][C:25](=[O:26])[OH:27])[cH:9][cH:10]1.[CH2:28]([c:29]1[cH:30][cH:31][cH:32][cH:33][cH:34]1)[NH:35][CH2:36][CH2:37][OH:38]>>[C:1]([CH3:2])([CH3:3])([CH3:4])[c:5]1[cH:6][cH:7][c:8]([S:11](=[O:12])(=[O:13])[N:14]([c:15]2[cH:16][cH:17][c:18]3[cH:19][n:20][nH:21][c:22]3[cH:23]2)[CH2:24][C:25](=[O:26])[N:35]([CH2:28][c:29]2[cH:30][cH:31][cH:32][cH:33][cH:34]2)[CH2:36][CH2:37][OH:38])[cH:9][cH:10]1.